This data is from the Open Reaction Database (ORD), a public repository of structured organic reaction records. The task is: describe an organic reaction: reactants, conditions, products, and yield Product: O=C(Cc1ccc([N+](=O)[O-])cc1)N1CCOCC1. The reactants are O=C([O-])O, C1COCCN1, O=C(O)Cc1ccc([N+](=O)[O-])cc1, [Na+], C1CCOC1. RXN SMILES: [C:20](=[O:21])([OH:22])[O-:23].[CH2:14]1[CH2:15][O:16][CH2:17][CH2:18][NH:19]1.[N+:1](=[O:2])([O-:3])[c:4]1[cH:5][cH:6][c:7]([CH2:10][C:11](=[O:12])[OH:13])[cH:8][cH:9]1.[Na+:24].[O:25]1[CH2:26][CH2:27][CH2:28][CH2:29]1>>[N+:1](=[O:2])([O-:3])[c:4]1[cH:5][cH:6][c:7]([CH2:10][C:11](=[O:13])[N:19]2[CH2:14][CH2:15][O:16][CH2:17][CH2:18]2)[cH:8][cH:9]1. Starting materials: CNN(NC)C(C)=O, CCOCC, [Li]C(C)CC, FC(F)(F)c1ccc(Br)cn1, O. The product is CC(=O)c1ccc(C(F)(F)F)nc1. Reaction SMILES: [CH3:17][NH:18][N:19]([C:20]([CH3:21])=[O:22])[NH:23][CH3:24].[CH3:26][CH2:27][O:28][CH2:29][CH3:30].[CH:12]([Li:13])([CH2:14][CH3:15])[CH3:16].[F:1][C:2]([c:3]1[n:4][cH:5][c:6]([Br:9])[cH:7][cH:8]1)([F:10])[F:11].[OH2:25]>>[F:1][C:2]([c:3]1[n:4][cH:5][c:6]([C:20]([CH3:21])=[O:22])[cH:7][cH:8]1)([F:10])[F:11]. Starting materials: ICC1CN(C(O1)=O)C1=CC(=C(C(=C1)F)C=1C=NC=CC1)F ((±)-5-(Iodomethyl)-3-[4-(3-pyridyl)-3,5-difluorophenyl]-2-oxazolidinone), [N-]=[N+]=[N-].[Na+] (sodium azide), O (water). Solvent: CN(C)C=O (DMF). Conditions: time 2 hour. Product: N(=[N+]=[N-])CC1CN(C(O1)=O)C1=CC(=C(C(=C1)F)C=1C=NC=CC1)F ((±)-5-(Azidomethyl)-3-[4-(3-pyridyl)-3,5-difluorophenyl]-2-oxazolidinone). RXN SMILES: I[CH2:2][CH:3]1[O:7][C:6](=[O:8])[N:5]([C:9]2[CH:14]=[C:13]([F:15])[C:12]([C:16]3[CH:17]=[N:18][CH:19]=[CH:20][CH:21]=3)=[C:11]([F:22])[CH:10]=2)[CH2:4]1.[N-:23]=[N+:24]=[N-:25].[Na+].O>CN(C=O)C>[N:23]([CH2:2][CH:3]1[O:7][C:6](=[O:8])[N:5]([C:9]2[CH:14]=[C:13]([F:15])[C:12]([C:16]3[CH:17]=[N:18][CH:19]=[CH:20][CH:21]=3)=[C:11]([F:22])[CH:10]=2)[CH2:4]1)=[N+:24]=[N-:25] |f:1.2|. Procedure: (±)-5-(Iodomethyl)-3-[4-(3-pyridyl)-3,5-difluorophenyl]-2-oxazolidinone (PREPARATION 5, 577 mg, 1.31 mmol) in DMF (dried over 4A sieves, 15 ml) is combined with sodium azide (681 mg, 10.5 mmol, 8 eq). The reaction is placed under an atmosphere of nitrogen and heated to 55°. After 2 hr, the reaction is added to water (100 ml) and then extracted with ethyl acetate (4×25 ml). The combined organic extracts are combined and are washed with water then brine, dried (sodium sulfate), filtered and concen... The reactants are C(C1=CC=CC=C1)N[C@@H]1CC[C@H](CC1)NC(OC(C)(C)C)=O (tert-butyl trans-4-(benzylamino)cyclohexylcarbamate), Cl (hydrogen chloride). Run in ClCCl (dichloromethane). Conditions: time 2 hour. Product: N[C@@H]1CC[C@H](CC1)NCC1=CC=CC=C1 (N-(trans-4-Aminocyclohexyl)benzylamine). Yield: 72.1%. As a reaction SMILES: [CH2:1]([NH:8][C@H:9]1[CH2:14][CH2:13][C@H:12]([NH:15]C(=O)OC(C)(C)C)[CH2:11][CH2:10]1)[C:2]1[CH:7]=[CH:6][CH:5]=[CH:4][CH:3]=1.Cl>ClCCl>[NH2:15][C@H:12]1[CH2:13][CH2:14][C@H:9]([NH:8][CH2:1][C:2]2[CH:3]=[CH:4][CH:5]=[CH:6][CH:7]=2)[CH2:10][CH2:11]1. Procedure details: A stirred solution of tert-butyl trans-4-(benzylamino)cyclohexylcarbamate (730 mg, 3.6 mmol) (preparation 26) in dichloromethane (20 ml) was saturated with hydrogen chloride gas. The reaction mixture was stirred at room temperature for 2 hr and the solvent removed under reduced pressure to give a residue which was triturated with diethyl ether. The resulting solid was dissolved in water and solid sodium hydrogen carbonate added. The aqueous mixture was then extracted with ethyl acetate followed ... Reactants: Cl.NC=1C=C2C(=NC=NC2=CC1)NC1=CC=C(C=C1)OC1=CC=CC=C1 (6-amino-4-(4-phenoxyanilino)quinazoline hydrochloride). Reagents/catalysts: [Ni] (Raney nickel). Solvent: CO.C1CCOC1 (methanol THF). Run at time 2 hour. Product: NC=1C=C2C(=NC=NC2=CC1)NC1=CC=C(C=C1)OC1=CC=CC=C1 (6-amino- 4-(4-phenoxyanilino)quinazoline). Isolated yield 80.7%. As a reaction SMILES: Cl.[NH2:2][C:3]1[CH:4]=[C:5]2[C:10](=[CH:11][CH:12]=1)[N:9]=[CH:8][N:7]=[C:6]2[NH:13][C:14]1[CH:19]=[CH:18][C:17]([O:20][C:21]2[CH:26]=[CH:25][CH:24]=[CH:23][CH:22]=2)=[CH:16][CH:15]=1>CO.C1COCC1.[Ni]>[NH2:2][C:3]1[CH:4]=[C:5]2[C:10](=[CH:11][CH:12]=1)[N:9]=[CH:8][N:7]=[C:6]2[NH:13][C:14]1[CH:15]=[CH:16][C:17]([O:20][C:21]2[CH:26]=[CH:25][CH:24]=[CH:23][CH:22]=2)=[CH:18][CH:19]=1 |f:0.1,2.3|. Procedure details: A solution of 6-amino-4-(4-phenoxyanilino)quinazoline hydrochloride (1.65 g, 4.2 mmol) in methanol/THF (1:1, 100 mL) was hydrogenated over Raney nickel (1 g) at 50 psi and 27° C. for 18 hours. The reaction mixture was celite filtered, and the volatiles were removed under reduced pressure. The glassy residue was partially redissolved in MeOH (25 mL), and dilute aqueous Na2CO3 solution (0.1M, 50 mL) was added with vigourous stirring. After 2 hours, the precipitate was collected by Buchner filtrati... Starting materials: resultant mixture, C(=O)C1=CC(=C(OCC(=O)OCC)C=C1)C (ethyl (4-formyl-2-methylphenoxy)acetate), FC(C1=CC=C(C=C1)C1=CC(=CC=C1)N)(F)F (4′-(trifluoromethyl)-1,1′-biphenyl-3-ylamine), C(C)(=O)O[BH-](OC(C)=O)OC(C)=O.[Na+] (sodium triacetoxyborohydride), C(C)(=O)O (acetic acid). The solvent is C(Cl)Cl (CH2Cl2). Conditions: time 15 minute. Yields the product CC1=C(OCC(=O)OCC)C=CC(=C1)CNC=1C=C(C=CC1)C1=CC=C(C=C1)C(F)(F)F (Ethyl [2-methyl-4-({[4′-(trifluoromethyl)-1,1′-biphenyl-3-yl]amino}methyl)phenoxy]acetate). Isolated yield 85.7%. Reaction SMILES: [CH:1]([C:3]1[CH:15]=[CH:14][C:6]([O:7][CH2:8][C:9]([O:11][CH2:12][CH3:13])=[O:10])=[C:5]([CH3:16])[CH:4]=1)=O.[F:17][C:18]([F:33])([F:32])[C:19]1[CH:24]=[CH:23][C:22]([C:25]2[CH:30]=[CH:29][CH:28]=[C:27]([NH2:31])[CH:26]=2)=[CH:21][CH:20]=1.C(O[BH-](OC(=O)C)OC(=O)C)(=O)C.[Na+].C(O)(=O)C>C(Cl)Cl>[CH3:16][C:5]1[CH:4]=[C:3]([CH2:1][NH:31][C:27]2[CH:26]=[C:25]([C:22]3[CH:23]=[CH:24][C:19]([C:18]([F:17])([F:32])[F:33])=[CH:20][CH:21]=3)[CH:30]=[CH:29][CH:28]=2)[CH:15]=[CH:14][C:6]=1[O:7][CH2:8][C:9]([O:11][CH2:12][CH3:13])=[O:10] |f:2.3|. Reported procedure: To a solution of ethyl (4-formyl-2-methylphenoxy)acetate (0.2 g, 0.9 mmol) in anhydrous CH2Cl2 (8 mL) was added 4′-(trifluoromethyl)-1,1′-biphenyl-3-ylamine (0.214 g, 0.9 mmol). The resulting mixture was stirred under nitrogen at room temperature for 15 mins, prior to addition of sodium triacetoxyborohydride (0.267 g, 1.26 mmol) and acetic acid (0.052 mL, 0.9 mmol). The resultant mixture was stirred for 18 h prior to quenching by cautious addition of sat. sodium bicarbonate solution (20 mL) the ... Starting materials: ClCCl, O=[Cr](=O)([O-])Cl, CCCc1nn(C)c2c(=O)[nH]c(C(O)c3ccccc3)nc12, c1cc[nH+]cc1. Yields the product CCCc1nn(C)c2c(=O)[nH]c(C(=O)c3ccccc3)nc12. Reaction SMILES: [Cl:34][CH2:35][Cl:36].[O:1]=[Cr:2]([Cl:3])([O-:4])=[O:5].[OH:12][CH:13]([c:14]1[cH:15][cH:16][cH:17][cH:18][cH:19]1)[c:20]1[nH:21][c:22](=[O:33])[c:23]2[c:24]([n:25]1)[c:26]([CH2:30][CH2:31][CH3:32])[n:27][n:28]2[CH3:29].[nH+:6]1[cH:7][cH:8][cH:9][cH:10][cH:11]1>>[O:12]=[C:13]([c:14]1[cH:15][cH:16][cH:17][cH:18][cH:19]1)[c:20]1[nH:21][c:22](=[O:33])[c:23]2[c:24]([n:25]1)[c:26]([CH2:30][CH2:31][CH3:32])[n:27][n:28]2[CH3:29].